This data is from the Open Reaction Database (ORD), a public repository of structured organic reaction records. The task is: describe an organic reaction: reactants, conditions, products, and yield Reactants: CCN(C(C)C)C(C)C (DIPEA), OC1=CC=C(C=C1)CCC(=O)O (3-(4-Hydroxyphenyl)propionic acid), FC1=C(CNCCC)C=CC(=C1)F (N-(2,4-Difluorobenzyl)-N-propylamine), CN(C)C(=[N+](C)C)ON1C2=C(C=CC=C2)N=N1.[B-](F)(F)(F)F (TBTU), C(O)([O-])=O.[Na+] (Sodium hydrogencarbonate). Run in CN(C)C=O (DMF). Conditions: time 8 hour. Product: FC1=C(CN(C(CCC2=CC=C(C=C2)O)=O)CCC)C=CC(=C1)F (N-(2,4-difluorobenzyl)-3-(4-hydroxyphenyl)-N-propylpropanamide). Yield: 68.4%. As a reaction SMILES: [OH:1][C:2]1[CH:7]=[CH:6][C:5]([CH2:8][CH2:9][C:10]([OH:12])=O)=[CH:4][CH:3]=1.[F:13][C:14]1[CH:24]=[C:23]([F:25])[CH:22]=[CH:21][C:15]=1[CH2:16][NH:17][CH2:18][CH2:19][CH3:20].CN(C(ON1N=NC2C=CC=CC1=2)=[N+](C)C)C.[B-](F)(F)(F)F.CCN(C(C)C)C(C)C.C(=O)([O-])O.[Na+]>CN(C=O)C>[F:13][C:14]1[CH:24]=[C:23]([F:25])[CH:22]=[CH:21][C:15]=1[CH2:16][N:17]([CH2:18][CH2:19][CH3:20])[C:10](=[O:12])[CH2:9][CH2:8][C:5]1[CH:4]=[CH:3][C:2]([OH:1])=[CH:7][CH:6]=1 |f:2.3,5.6|. Reported procedure: 3-(4-Hydroxyphenyl)propionic acid (245 mg, 1.474 mmol) in DMF (5 ml) was cooled in an ice-bath. N-(2,4-Difluorobenzyl)-N-propylamine (300.4 mg, 1.622 mmol) was added and then TBTU (521 mg, 1.622 mmol) followed by DIPEA (400 mg, 3.096 mmol). The mixture was stirred at room temperature overnight. Sodium hydrogencarbonate aqueous solution (sat.) was added. The mixture was extracted with ethyl acetate (×2). The extracts were combined and dried (magnesium sulphate) and evaporated. Chromatography of t... Reactants: Cl.NO (Hydroxylamine hydrochloride), N1=CC=CC=C1 (pyridine), P(O)(O)=O.C(C)C(C)(C(C1=NN(C=N1)C(C1=CC=CC=C1)(C1=CC=CC=C1)C1=CC=CC=C1)=O)CC (diethyl 3-oxo-3(1-trityl-1,2,4-triazol-3-yl)propane phosphonate). Solvent: C(C)O (ethanol). Run at time 3 hour. The product is P(O)(O)=O.C(C)C(C)(C(C1=NN(C=N1)C(C1=CC=CC=C1)(C1=CC=CC=C1)C1=CC=CC=C1)=NO)CC (diethyl 3-oximino-3(1-trityl-1,2,4-triazol-3-yl)propane phosphonate). Yield: 87.4%. As a reaction SMILES: Cl.[NH2:2][OH:3].N1C=CC=CC=1.[PH:10](=[O:13])([OH:12])[OH:11].[CH2:14]([C:16]([CH2:44][CH3:45])([C:18](=O)[C:19]1[N:23]=[CH:22][N:21]([C:24]([C:37]2[CH:42]=[CH:41][CH:40]=[CH:39][CH:38]=2)([C:31]2[CH:36]=[CH:35][CH:34]=[CH:33][CH:32]=2)[C:25]2[CH:30]=[CH:29][CH:28]=[CH:27][CH:26]=2)[N:20]=1)[CH3:17])[CH3:15]>C(O)C>[PH:10](=[O:11])([OH:13])[OH:12].[CH2:14]([C:16]([CH2:44][CH3:45])([C:18](=[N:2][OH:3])[C:19]1[N:23]=[CH:22][N:21]([C:24]([C:37]2[CH:42]=[CH:41][CH:40]=[CH:39][CH:38]=2)([C:31]2[CH:36]=[CH:35][CH:34]=[CH:33][CH:32]=2)[C:25]2[CH:30]=[CH:29][CH:28]=[CH:27][CH:26]=2)[N:20]=1)[CH3:17])[CH3:15] |f:0.1,3.4,6.7|. Procedure: Hydroxylamine hydrochloride (0.29 g), then pyridine (7.7 ml), was added under nitrogen to a stirred solution of diethyl 3-oxo-3(1-trityl-1,2,4-triazol-3-yl)propane phosphonate (1.0 g, prepared as described in Example 42) in ethanol (20 ml). The mixture was stirred at room temperature for three hours, then evaporated under reduced pressure. The residue was treated with water, basified to pH 8 with 1M sodium hydroxide solution, and extracted with chloroform. The organic layers were washed with bri... Reactants: BrCc1ccccc1, O=C([O-])[O-], [Cs+], [Cs+], CN(C)C=O, O, O=C(O)c1ccc(F)cc1. Yields the product O=C(OCc1ccccc1)c1ccc(F)cc1. As a reaction SMILES: [Br:11][CH2:12][c:13]1[cH:14][cH:15][cH:16][cH:17][cH:18]1.[C:19](=[O:20])([O-:21])[O-:22].[Cs+:23].[Cs+:24].[O:25]=[CH:26][N:27]([CH3:28])[CH3:29].[OH2:30].[OH:1][C:2](=[O:3])[c:4]1[cH:5][cH:6][c:7]([F:8])[cH:9][cH:10]1>>[O:1]([C:2](=[O:3])[c:4]1[cH:5][cH:6][c:7]([F:8])[cH:9][cH:10]1)[CH2:12][c:13]1[cH:14][cH:15][cH:16][cH:17][cH:18]1. Reactants: [BH4-].[Na+] (sodium borohydride), C(C)C1=NC=CC(=C1)C(=O)OCC (ethyl 2-ethylpyridine-4-carboxylate). Solvent: C(C)O (ethanol), ClCCl (dichloromethane). Reaction conditions: time 3 hour. Yields the product C(C)C1=NC=CC(=C1)CO (2-ethyl-4-(hydroxymethyl)pyridine). The yield is 81.3%. Reaction SMILES: [BH4-].[Na+].[CH2:3]([C:5]1[CH:10]=[C:9]([C:11](OCC)=[O:12])[CH:8]=[CH:7][N:6]=1)[CH3:4]>C(O)C.ClCCl>[CH2:3]([C:5]1[CH:10]=[C:9]([CH2:11][OH:12])[CH:8]=[CH:7][N:6]=1)[CH3:4] |f:0.1|. Reported procedure: 5.36 g of sodium borohydride are added portionwise to a solution of 5.08 g of ethyl 2-ethylpyridine-4-carboxylate in 53 ml of ethanol, under an inert atmosphere of argon at a temperature in the region of 0° C. The reaction mixture is refluxed with stirring for 3 hours and then concentrated to dryness under reduced pressure. The residue thus obtained is taken up in 500 ml of dichloromethane and then washed with 500 ml of water. The organic phase is dried over magnesium sulfate, filtered and then ... The reactants are NC=1C=C(C(=O)O)C=C(C1NCCC1=CC=CC=C1)S(N)(=O)=O (3-amino-4-(β-phenylethylamino)-5-sulphamyl-benzoic acid), C(C1=CC=CC=C1)Br (benzyl bromide). The solvent is C(C)O (ethanol). The product is C(C1=CC=CC=C1)NC=1C=C(C(=O)O)C=C(C1NCCC1=CC=CC=C1)S(N)(=O)=O (3-Benzylamino-4-(β-phenylethylamino)-5-sulphamyl-benzoic acid). As a reaction SMILES: [NH2:1][C:2]1[CH:3]=[C:4]([CH:8]=[C:9]([S:20](=[O:23])(=[O:22])[NH2:21])[C:10]=1[NH:11][CH2:12][CH2:13][C:14]1[CH:19]=[CH:18][CH:17]=[CH:16][CH:15]=1)[C:5]([OH:7])=[O:6].[CH2:24](Br)[C:25]1[CH:30]=[CH:29][CH:28]=[CH:27][CH:26]=1>C(O)C>[CH2:24]([NH:1][C:2]1[CH:3]=[C:4]([CH:8]=[C:9]([S:20](=[O:23])(=[O:22])[NH2:21])[C:10]=1[NH:11][CH2:12][CH2:13][C:14]1[CH:19]=[CH:18][CH:17]=[CH:16][CH:15]=1)[C:5]([OH:7])=[O:6])[C:25]1[CH:30]=[CH:29][CH:28]=[CH:27][CH:26]=1. Procedure: A mixture of 3-amino-4-(β-phenylethylamino)-5-sulphamyl-benzoic acid (3.35 g), benzyl bromide (5.3 g), and anhydrous ethanol (30 ml) was refluxed for 48 hours. After cooling, the precipitated ethyl ester was collected by suction, recrystallized from ethanol and saponified by heating in 1N sodium hydroxide (30 ml) for 1 hour. The 3-benzylamino-4-(β-phenylethylamino)-5-sulphamyl-benzoic acid was precipitated at room temperature by addition of 4N hydrochloric acid until the pH was 2.5. After recrys... Reactants: C(=O)O (Formic acid), C(C)(=O)OC(C)=O (acetic anhydride). Reaction conditions: temperature 50 celsius, time 1 hour. Product: C(=O)O.C(C)(=O)OC(C)=O (formic acid acetic acid anhydride). As a reaction SMILES: [CH:1]([OH:3])=[O:2].[C:4]([O:7][C:8](=[O:10])[CH3:9])(=[O:6])[CH3:5]>>[CH:1]([OH:3])=[O:2].[C:4]([O:7][C:8](=[O:10])[CH3:9])(=[O:6])[CH3:5] |f:2.3|. Procedure details: Formic acid (0.5 ml, 13.3 mmol) was added to acetic anhydride (1.0 ml, 10.6 mmol) under ice-cooling, the mixture was stirred for one hour at 50° C. to give formic acid-acetic acid anhydride. To a tetrahydrofuran (10 ml) solution of the compound 2 (200 mg, 0.34 mmol) obtained in Example 10 was added the formic acid-acetic acid anhydride (0.3 ml) under ice-is cooling and the mixture was stirred for 30 minutes. The mixture was stirred for one hour. The reaction mixture was concentrated under reduce... The reactants are CN1C(=NC=C1)C=1SC=CC1 (1-methyl-2-(2-thienyl)-1H-imidazole), C1CC(=O)N(C1=O)I (NIS). Run in C(C)(=O)OCC (ethyl acetate), C(C)#N (acetonitrile). Conditions: temperature 120 celsius. The product is IC1=CN=C(N1C)C=1SC=CC1 (5-iodo-1-methyl-2-(2-thienyl)-1H-imidazole). RXN SMILES: [CH3:1][N:2]1[CH:6]=[CH:5][N:4]=[C:3]1[C:7]1[S:8][CH:9]=[CH:10][CH:11]=1.C1C(=O)N([I:19])C(=O)C1>C(#N)C.C(OCC)(=O)C>[I:19][C:6]1[N:2]([CH3:1])[C:3]([C:7]2[S:8][CH:9]=[CH:10][CH:11]=2)=[N:4][CH:5]=1. Procedure details: To a solution of 1-methyl-2-(2-thienyl)-1H-imidazole (116 mg, 0.706 mmol) in acetonitrile (5 ml) was added NIS (159 mg, 0.706 mmol) at room temperature. The reaction mixture was heated in the Biotage Initiator Series microwave for 1 hour at 120° C. The reaction mixture was diluted in ethyl acetate, washed with 1N aqueous sodium hydroxide and brine then dried over sodium sulfate, filtered and concentrated to give 5-iodo-1-methyl-2-(2-thienyl)-1H-imidazole. The material was taken forward without a...